From a dataset of the Open Reaction Database (ORD), a public repository of structured organic reaction records. describe an organic reaction: reactants, conditions, products, and yield Reactants: O=C([O-])[O-], COc1ccccc1Oc1cccc(NCc2cccnc2)c1, ClCCCl, O=S(=O)(Cl)CC(F)(F)F, [K+], [K+], c1ccncc1. Yields the product COc1ccccc1Oc1cccc(N(Cc2cccnc2)S(=O)(=O)CC(F)(F)F)c1. As a reaction SMILES: [C:33](=[O:34])([O-:35])[O-:36].[CH3:1][O:2][c:3]1[c:4]([O:5][c:6]2[cH:7][c:8]([NH:12][CH2:13][c:14]3[cH:15][n:16][cH:17][cH:18][cH:19]3)[cH:9][cH:10][cH:11]2)[cH:20][cH:21][cH:22][cH:23]1.[Cl:45][CH2:46][CH2:47][Cl:48].[F:24][C:25]([CH2:26][S:27](=[O:28])(=[O:29])[Cl:30])([F:31])[F:32].[K+:37].[K+:38].[n:39]1[cH:40][cH:41][cH:42][cH:43][cH:44]1>>[CH3:1][O:2][c:3]1[c:4]([O:5][c:6]2[cH:7][c:8]([N:12]([CH2:13][c:14]3[cH:15][n:16][cH:17][cH:18][cH:19]3)[S:27]([CH2:26][C:25]([F:24])([F:31])[F:32])(=[O:28])=[O:29])[cH:9][cH:10][cH:11]2)[cH:20][cH:21][cH:22][cH:23]1. The reactants are C(#C)C=1C=NN2C1N=C(C=C2C(F)(F)F)C2=CC=C(C=C2)C(F)(F)F (3-ethynyl-7-trifluoromethyl-5-(4-trifluoromethyl-phenyl)-pyrazolo[1,5-a]pyrimidine), N1=CC(=CC=C1)NS(=O)(=O)C=1SC(=CC1)Br (5-bromo-thiophene-2-sulfonic acid pyridin-3-ylamide), C(=O)(C(F)(F)F)O (TFA). Solvent: ClCCl (dichloromethane). Product: N1=CC(=CC=C1)NS(=O)(=O)C=1SC(=CC1)C#CC=1C=NN2C1N=C(C=C2C(F)(F)F)C2=CC=C(C=C2)C(F)(F)F (5-[7-Trifluoromethyl-5-(4-trifluoromethyl-phenyl)-pyrazolo[1,5-a]pyrimidin-3-ylethynyl]-thiophene-2-sulfonic acid pyridin-3-ylamide), solid. The yield is 67.0%. Reaction SMILES: [C:1]([C:3]1[CH:4]=[N:5][N:6]2[C:11]([C:12]([F:15])([F:14])[F:13])=[CH:10][C:9]([C:16]3[CH:21]=[CH:20][C:19]([C:22]([F:25])([F:24])[F:23])=[CH:18][CH:17]=3)=[N:8][C:7]=12)#[CH:2].[N:26]1[CH:31]=[CH:30][CH:29]=[C:28]([NH:32][S:33]([C:36]2[S:37][C:38](Br)=[CH:39][CH:40]=2)(=[O:35])=[O:34])[CH:27]=1.C(O)(C(F)(F)F)=O>ClCCl>[N:26]1[CH:31]=[CH:30][CH:29]=[C:28]([NH:32][S:33]([C:36]2[S:37][C:38]([C:2]#[C:1][C:3]3[CH:4]=[N:5][N:6]4[C:11]([C:12]([F:14])([F:13])[F:15])=[CH:10][C:9]([C:16]5[CH:21]=[CH:20][C:19]([C:22]([F:25])([F:24])[F:23])=[CH:18][CH:17]=5)=[N:8][C:7]=34)=[CH:39][CH:40]=2)(=[O:34])=[O:35])[CH:27]=1. Procedure: The title compound was prepared from 3-ethynyl-7-trifluoromethyl-5-(4-trifluoromethyl-phenyl)-pyrazolo[1,5-a]pyrimidine (example C.1) (178 mg, 0.5 mmol) and commercially available 5-bromo-thiophene-2-sulfonic acid pyridin-3-ylamide [CAS-No. 439934-18-6] (160 mg, 0.5 mmol) according to general procedure II and subsequent cleavage of the protecting group with TFA in dichloromethane at 0° C. Obtained as a yellow solid (200 mg, 67%). MS (ISN) 592.1 [(M−H)−]; mp 248° C. Starting materials: [OH-].[Na+] (sodium hydroxide), COC(C1=CC=C(C=C1)NC1=C2C=CC=NC2=CC=C1)=O (4-(quinolin-5-ylamino)-benzoic Acid Methyl Ester). Solvent: O (water), O1CCCC1 (tetrahydrofuran), CO (methanol). Run at temperature 50 celsius, time 3 hour. The product is N1=CC=CC2=C(C=CC=C12)NC1=CC=C(C(=O)O)C=C1 (4-(quinolin-5-ylamino)-benzoic Acid). As a reaction SMILES: [OH-].[Na+].C[O:4][C:5](=[O:23])[C:6]1[CH:11]=[CH:10][C:9]([NH:12][C:13]2[CH:22]=[CH:21][CH:20]=[C:19]3[C:14]=2[CH:15]=[CH:16][CH:17]=[N:18]3)=[CH:8][CH:7]=1>O.O1CCCC1.CO>[N:18]1[C:19]2[C:14](=[C:13]([NH:12][C:9]3[CH:10]=[CH:11][C:6]([C:5]([OH:23])=[O:4])=[CH:7][CH:8]=3)[CH:22]=[CH:21][CH:20]=2)[CH:15]=[CH:16][CH:17]=1 |f:0.1|. Procedure: A solution of sodium hydroxide (7 g, 0.18 mol) in water (100 ml) was added to a solution of the product from stage (a) in a mixture of tetrahydrofuran (100 ml) and methanol (350 ml). The reaction mixture was stirred at 50° C. for 3 h before the solvent was removed under reduced pressure. The resultant residue was purified by dissolving in water (1000 ml) adjusted to pH10 with 2M NaOH and precipitating the crude product by acidification to pH3 with 2N HCl. The precipitate so formed was collected ... Yields the product CC(=O)OCCOCn1c(Cl)nc2c(Cl)c(Cl)c(Cl)c(Cl)c21. Reaction SMILES: [C:17]([CH3:18])(=[O:19])[O:20][CH2:21][CH2:22][O:23][CH2:24][Br:25].[CH3:26][C:27]#[N:28].[Cl:3][c:4]1[nH:5][c:6]2[c:7]([n:8]1)[c:9]([Cl:16])[c:10]([Cl:15])[c:11]([Cl:14])[c:12]2[Cl:13].[H-:2].[Na+:1]>>[Cl:3][c:4]1[n:5]([CH2:24][O:23][CH2:22][CH2:21][O:20][C:17]([CH3:18])=[O:19])[c:6]2[c:7]([n:8]1)[c:9]([Cl:16])[c:10]([Cl:15])[c:11]([Cl:14])[c:12]2[Cl:13]. Starting materials: CC(=O)OCCOCBr, CC#N, Clc1nc2c(Cl)c(Cl)c(Cl)c(Cl)c2[nH]1, [H-], [Na+]. The reactants are NC=1N=C(N(C1C(=O)OC)CC1=CC=C(C=C1)C1=C(C=CC=C1)C1=NN=NN1C(C1=CC=CC=C1)(C1=CC=CC=C1)C1=CC=CC=C1)CCCC (4-amino-2 butyl 5 carbomethoxy-1-[(2'-(N-triphenylmethyltetrazol-5-yl)biphen-4-yl)methyl]imidazole). The solvent is C(C)(=O)O (acetic acid). Run at time 14 hour. Yields the product NC=1N=C(N(C1C(=O)OC)CC1=CC=C(C=C1)C1=C(C=CC=C1)C1=NN=NN1)CCCC (4-amino-2-butyl-5-carbomethoxy-1-(2'-(tetrazol-5-yl)biphen 4 yl)methylimidazole). Yield: 80.0%. RXN SMILES: [NH2:1][C:2]1[N:3]=[C:4]([CH2:48][CH2:49][CH2:50][CH3:51])[N:5]([CH2:11][C:12]2[CH:17]=[CH:16][C:15]([C:18]3[CH:23]=[CH:22][CH:21]=[CH:20][C:19]=3[C:24]3[N:28](C(C4C=CC=CC=4)(C4C=CC=CC=4)C4C=CC=CC=4)[N:27]=[N:26][N:25]=3)=[CH:14][CH:13]=2)[C:6]=1[C:7]([O:9][CH3:10])=[O:8]>C(O)(=O)C>[NH2:1][C:2]1[N:3]=[C:4]([CH2:48][CH2:49][CH2:50][CH3:51])[N:5]([CH2:11][C:12]2[CH:13]=[CH:14][C:15]([C:18]3[CH:23]=[CH:22][CH:21]=[CH:20][C:19]=3[C:24]3[NH:28][N:27]=[N:26][N:25]=3)=[CH:16][CH:17]=2)[C:6]=1[C:7]([O:9][CH3:10])=[O:8]. Reported procedure: To a solution of 47 mg (0.070 mmol) 4-amino-2-butyl-5-carbomethoxy-1-(2'-(N-triphenylmethyltetrazol-5-yl)biphen-4-yl)methylimidazole (Example 1, Step I) in 1 mL glacial acetic acid was added 1 mL distilled water and the mixture stirred at room temperature for 14 hours. All volatiles were removed in vacuo and the residue purified by medium pressure liquid chromatography on silica, eluting with ethyl acetate/acetonitrile/methanol (9:1:.5), to afford 24 mg (0.056 mmol, 79%) of the title compound as... Reactants: C(=O)(O)[O-].[Na+] (NaHCO3), ClC1=CC=C2C=CC(=NC2=C1)C=CC=1C=C(C=CC1)C(CCC1=C(C=CC=C1)CC(C)(O)C)=O (1-(2-(3-(3-(2-(7-chloro-2-quinolinyl)ethenyl)phenyl)-3-oxopropyl)phenyl)-2-methyl-2-propanol), O1CCCC=C1 (3,4-dihydro-2H-pyran), CC=1C=CC(=CC1)S(=O)(=O)O (p-toluenesulfonate). Run in C(Cl)Cl (CH2Cl2). The product is ClC1=CC=C2C=CC(=NC2=C1)C=CC=1C=C(C=CC1)C(CCC1=C(C=CC=C1)CC(C)(C)OC1OCCCC1)=O (1-(3-(2-(7-chloro-2-quinolinyl)ethenyl)phenyl)-3-(2-(2-(2-tetrahydropyranyloxy)-2-methylpropyl)phenyl)-1-propanone). RXN SMILES: [Cl:1][C:2]1[CH:11]=[C:10]2[C:5]([CH:6]=[CH:7][C:8]([CH:12]=[CH:13][C:14]3[CH:15]=[C:16]([C:20](=[O:34])[CH2:21][CH2:22][C:23]4[CH:28]=[CH:27][CH:26]=[CH:25][C:24]=4[CH2:29][C:30]([CH3:33])([OH:32])[CH3:31])[CH:17]=[CH:18][CH:19]=3)=[N:9]2)=[CH:4][CH:3]=1.[O:35]1[CH:40]=[CH:39][CH2:38][CH2:37][CH2:36]1.CC1C=CC(S(O)(=O)=O)=CC=1.C([O-])(O)=O.[Na+]>C(Cl)Cl>[Cl:1][C:2]1[CH:11]=[C:10]2[C:5]([CH:6]=[CH:7][C:8]([CH:12]=[CH:13][C:14]3[CH:15]=[C:16]([C:20](=[O:34])[CH2:21][CH2:22][C:23]4[CH:28]=[CH:27][CH:26]=[CH:25][C:24]=4[CH2:29][C:30]([O:32][CH:36]4[CH2:37][CH2:38][CH2:39][CH2:40][O:35]4)([CH3:31])[CH3:33])[CH:17]=[CH:18][CH:19]=3)=[N:9]2)=[CH:4][CH:3]=1 |f:3.4|. Reported procedure: A solution of the alcohol of Step 2 (390 g, 8.29 mmol), 3,4-dihydro-2H-pyran (7.4 mL, 81 mmol) and pyridinum p-toluenesulfonate (684 mg, 2.7 mmol) in 44 mL of CH2Cl2 was heated at reflux for 23 hours. The reaction mixture was allowed to cool to r.t. and 10% aq. NaHCO3 was added. The title product was extracted with CH2Cl2, dried over Na2SO4 and purified by flash chromatography on silica using EtOAc:toluene 5:95. Yield: 4.22 g, 92%. Reactants: CC(C)(C)OC(=O)NCCSCC(C)(N)C(=O)O, Cl, O=C([O-])C(F)(F)F. The product is Cl, CC(N)(CSCCN)C(=O)O. RXN SMILES: [CH3:1][C:2]([CH3:3])([O:4][C:5](=[O:6])[NH:7][CH2:8][CH2:9][S:10][CH2:11][C:12]([NH2:13])([C:14](=[O:15])[OH:16])[CH3:17])[CH3:18].[ClH:26].[O-:19][C:20]([C:21]([F:22])([F:23])[F:24])=[O:25]>>[ClH:26].[NH2:7][CH2:8][CH2:9][S:10][CH2:11][C:12]([NH2:13])([C:14](=[O:15])[OH:16])[CH3:17].